This data is from the Open Reaction Database (ORD), a public repository of structured organic reaction records. The task is: describe an organic reaction: reactants, conditions, products, and yield Reactants: C(C)(C)(C)N=NC(CCC(=O)OCCCC)(C)Cl (n-butyl 4-t-butylazo-4-chlorovalerate), C1(=CC=CC=C1)[Mg]Br (phenylmagnesium bromide), CCCCC (pentane), solution, C1(=CC=CC=C1)[Mg]Br (phenylmagnesium bromide). Run in CCOCC (ether). Yields the product C(C)(C)(C)N=NC(CCC(=O)OCCCC)(C)C1=CC=CC=C1 (n-butyl 4-t-butylazo-4-phenylvalerate). Yield: 66.0%. Reaction SMILES: [C:1]([N:5]=[N:6][C:7](Cl)([CH3:17])[CH2:8][CH2:9][C:10]([O:12][CH2:13][CH2:14][CH2:15][CH3:16])=[O:11])([CH3:4])([CH3:3])[CH3:2].CCCCC.[C:24]1([Mg]Br)[CH:29]=[CH:28][CH:27]=[CH:26][CH:25]=1>CCOCC>[C:1]([N:5]=[N:6][C:7]([C:24]1[CH:29]=[CH:28][CH:27]=[CH:26][CH:25]=1)([CH3:17])[CH2:8][CH2:9][C:10]([O:12][CH2:13][CH2:14][CH2:15][CH3:16])=[O:11])([CH3:4])([CH3:3])[CH3:2]. Reported procedure: To a clean, dry, 500 ml, 4-neck round bottom flask equipped with a mechanical stirrer, thermometer, condenser with drying tube and under a nitrogen atmosphere was added a solution of 70 grams (0.253 moles) of n-butyl 4-t-butylazo-4-chlorovalerate (prepared as in Example XX) in 200 ml. of pentane and the solution cooled to 5° C. With rapid stirring 86.6 ml. (0.26 moles) of a 3 molar solution of phenylmagnesium bromide in ether was added from a dropping funnel over 1/2 hour holding the reaction te... Reactants: COC(C(CCC(F)(F)F)NC(=O)OC)=O (5,5,5-Trifluoro-2-methoxycarbonylamino-pentanoic acid methyl ester), C(C)(C)C1N=C(C(N=C1OC)CCC(F)(F)F)OC (2-Isopropyl-3,6-dimethoxy-5-(3,3,3-trifluoro-propyl)-2,5-dihydro-pyrazine). Run in Cl (HCl). Yields the product COC([C@H](CCC(F)(F)F)N)=O ((2S)-amino-5,5,5-trifluoro-pentanoic acid methyl ester). RXN SMILES: [CH3:1][O:2][C:3](=[O:16])[CH:4]([NH:11]C(OC)=O)[CH2:5][CH2:6][C:7]([F:10])([F:9])[F:8].C(C1C(OC)=NC(CCC(F)(F)F)C(OC)=N1)(C)C>Cl>[CH3:1][O:2][C:3](=[O:16])[C@@H:4]([NH2:11])[CH2:5][CH2:6][C:7]([F:9])([F:8])[F:10]. Procedure: To a stirred solution of 2-isopropyl-3,6-dimethoxy-2,5-dihydro-pyrazine (1 mL, 5.58 mmol) in THF (13.5 mL) under argon at −78° C. was added a solution of n-butyllithium (2.5 M, 2.3 mL, 5.75 mmol). The solution was stirred at −78° C. for 30 minutes. A solution of 1-Iodo-3,3,3-trifluoropropane (925 μL, 5.87 mmol) in THF (11.5 mL) was added slowly. The resulting solution was stirred at −78° C. for 5 hours, warmed to room temperature and diluted with ethyl acetate. The organic layer was washed succe... Reactants: C1CCOC1, COC(=O)CN(Cc1ccc(OC)cc1)S(=O)(=O)c1ccc(OCCCCF)cc1, CO, Cl, O. Yields the product COc1ccc(CN(CC(=O)O)S(=O)(=O)c2ccc(OCCCCF)cc2)cc1. RXN SMILES: [CH2:32]1[O:33][CH2:34][CH2:35][CH2:36]1.[CH3:1][O:2][C:3]([CH2:4][N:5]([CH2:6][c:7]1[cH:8][cH:9][c:10]([O:13][CH3:14])[cH:11][cH:12]1)[S:15](=[O:16])(=[O:17])[c:18]1[cH:19][cH:20][c:21]([O:24][CH2:25][CH2:26][CH2:27][CH2:28][F:29])[cH:22][cH:23]1)=[O:30].[CH3:37][OH:38].[ClH:31].[OH2:39]>>[O:2]=[C:3]([CH2:4][N:5]([CH2:6][c:7]1[cH:8][cH:9][c:10]([O:13][CH3:14])[cH:11][cH:12]1)[S:15](=[O:16])(=[O:17])[c:18]1[cH:19][cH:20][c:21]([O:24][CH2:25][CH2:26][CH2:27][CH2:28][F:29])[cH:22][cH:23]1)[OH:30]. The reactants are Cc1ccc(N)c(C(=O)Nc2ccc(F)c(C)n2)n1, Fc1cncc(F)c1. Yields the product Cc1ccc(Nc2cncc(F)c2)c(C(=O)Nc2ccc(F)c(C)n2)n1. Reaction SMILES: [F:1][c:2]1[cH:3][cH:4][c:5]([NH:9][C:10](=[O:11])[c:12]2[n:13][c:14]([CH3:19])[cH:15][cH:16][c:17]2[NH2:18])[n:6][c:7]1[CH3:8].[F:20][c:21]1[cH:22][n:23][cH:24][c:25]([F:27])[cH:26]1>>[F:1][c:2]1[cH:3][cH:4][c:5]([NH:9][C:10](=[O:11])[c:12]2[n:13][c:14]([CH3:19])[cH:15][cH:16][c:17]2[NH:18][c:25]2[cH:24][n:23][cH:22][c:21]([F:20])[cH:26]2)[n:6][c:7]1[CH3:8]. Reactants: C(=O)([O-])[O-].[Na+].[Na+] (Na2CO3), C1(=CC=CC=C1)P(C1=CC=CC=C1)C1=CC=CC=C1 (triphenylphosphine), N1=CC(=CC=C1)B(O)O (pyridine-3-boronic acid), BrC1=CC=C(C(=O)OC)C=C1 (methyl 4-bromobenzoate). The reagents and catalysts are C=1C=CC(=CC1)[P](C=2C=CC=CC2)(C=3C=CC=CC3)[Pd]([P](C=4C=CC=CC4)(C=5C=CC=CC5)C=6C=CC=CC6)([P](C=7C=CC=CC7)(C=8C=CC=CC8)C=9C=CC=CC9)[P](C=1C=CC=CC1)(C=1C=CC=CC1)C=1C=CC=CC1 (tetrakis). The solvent is CCO (EtOH), COCCOC (DME), C(Cl)Cl (CH2Cl2), O (water), O (water). Reaction conditions: temperature 110 celsius. The product is COC(C1=CC=C(C=C1)C=1C=NC=CC1)=O (4-pyridin-3-yl-benzoic methyl ester). Yield: 50.0%. RXN SMILES: [N:1]1[CH:6]=[CH:5][CH:4]=[C:3](B(O)O)[CH:2]=1.Br[C:11]1[CH:20]=[CH:19][C:14]([C:15]([O:17][CH3:18])=[O:16])=[CH:13][CH:12]=1.C([O-])([O-])=O.[Na+].[Na+].C1(P(C2C=CC=CC=2)C2C=CC=CC=2)C=CC=CC=1>C1C=CC([P]([Pd]([P](C2C=CC=CC=2)(C2C=CC=CC=2)C2C=CC=CC=2)([P](C2C=CC=CC=2)(C2C=CC=CC=2)C2C=CC=CC=2)[P](C2C=CC=CC=2)(C2C=CC=CC=2)C2C=CC=CC=2)(C2C=CC=CC=2)C2C=CC=CC=2)=CC=1.C(Cl)Cl.O.CCO.COCCOC>[CH3:18][O:17][C:15](=[O:16])[C:14]1[CH:19]=[CH:20][C:11]([C:3]2[CH:2]=[N:1][CH:6]=[CH:5][CH:4]=2)=[CH:12][CH:13]=1 |f:2.3.4,^1:49,51,70,89|. Procedure details: Procedure H′: 750 mg of pyridine-3-boronic acid (6.14 mmol), 1.34 g of methyl 4-bromobenzoate (6.22 mmol) are put in the reaction vessel with 25 ml of DME:water:EtOH=7:3:2.). 6.25 ml of aqueous 2M Na2CO3 is added to the mixture and 250 mg of tetrakis(triphenylphosphine is added. The vessel is sealed and heated at 110° C. for 40 min in Microwave machine (MARS). After cooling, water and CH2Cl2 are added. The CH2Cl2 layer is separated, washed by brine, dried over Na2SO4 and evaporated. The crude pr... Reactants: CC(C)(C)OC(=O)N1CCC(F)(C(=O)O)CC1, Cl, CN(C(=O)N(C)C1CNCC1c1ccc(F)cc1)c1cc(C(F)(F)F)cc(C(F)(F)F)c1. The product is CN(C(=O)N(C)C1CN(C(=O)C2(F)CCN(C(=O)OC(C)(C)C)CC2)CC1c1ccc(F)cc1)c1cc(C(F)(F)F)cc(C(F)(F)F)c1. As a reaction SMILES: [C:34]([CH3:35])([CH3:36])([CH3:37])[O:38][C:39](=[O:40])[N:41]1[CH2:42][CH2:43][C:44]([C:47](=[O:48])[OH:49])([F:50])[CH2:45][CH2:46]1.[ClH:1].[F:2][C:3]([c:4]1[cH:5][c:6]([N:14]([C:15](=[O:16])[N:17]([CH3:18])[CH:19]2[CH2:20][NH:21][CH2:22][CH:23]2[c:24]2[cH:25][cH:26][c:27]([F:30])[cH:28][cH:29]2)[CH3:31])[cH:7][c:8]([C:10]([F:11])([F:12])[F:13])[cH:9]1)([F:32])[F:33]>>[F:2][C:3]([c:4]1[cH:5][c:6]([N:14]([C:15](=[O:16])[N:17]([CH3:18])[CH:19]2[CH2:20][N:21]([C:47]([C:44]3([F:50])[CH2:43][CH2:42][N:41]([C:39]([O:38][C:34]([CH3:35])([CH3:36])[CH3:37])=[O:40])[CH2:46][CH2:45]3)=[O:48])[CH2:22][CH:23]2[c:24]2[cH:25][cH:26][c:27]([F:30])[cH:28][cH:29]2)[CH3:31])[cH:7][c:8]([C:10]([F:11])([F:12])[F:13])[cH:9]1)([F:32])[F:33]. The reactants are ClC1=C(C(=O)N)C=CC(=C1F)F (2-chloro-3,4-difluorobenzamide), N1=CC=CC=C1 (pyridine), CN(C=O)C (N,N-dimethylformamide), C(C(=O)Cl)(=O)Cl (oxalyl chloride). The solvent is O (water). Run at time 1 hour. Yields the product ClC1=C(C#N)C=CC(=C1F)F (2-chloro-3,4-difluorobenzonitrile). Yield: 90.4%. RXN SMILES: [Cl:1][C:2]1[C:10]([F:11])=[C:9]([F:12])[CH:8]=[CH:7][C:3]=1[C:4]([NH2:6])=O.N1C=CC=CC=1.CN(C)C=O.C(Cl)(=O)C(Cl)=O>O>[Cl:1][C:2]1[C:10]([F:11])=[C:9]([F:12])[CH:8]=[CH:7][C:3]=1[C:4]#[N:6]. Procedure: To a mixture of 2-chloro-3,4-difluorobenzamide (1.20 g), pyridine (1.01 mL) and N,N-dimethylformamide (18 mL) was added oxalyl chloride (0.82 mL) at 0° C. over 10 min. The mixture was stirred for 1 hr while raising the temperature to room temperature. The reaction mixture was poured into water and extracted with ethyl acetate. The organic layer was washed with water, dried over anhydrous sodium sulfate and concentrated. The obtained residue was purified by silica gel column chromatography (devel... Starting materials: [H-].[Al+3].[Li+].[H-].[H-].[H-] (lithium aluminium hydride), [H-].[Al+3].[Li+].[H-].[H-].[H-] (lithium aluminium hydride), COC1=CC=C(C=C1)C(C(=O)OC)C (Methyl 2-(4-methoxyphenyl)propionate), Cl (hydrochloric acid), O (Water). The solvent is CCOCC (ether), CCOCC (ether). Reaction conditions: time 1 hour. The product is COC1=CC=C(C=C1)C(CO)C (2-(4-Methoxyphenyl)propan-1-ol). Isolated yield 89.5%. RXN SMILES: [CH3:1][O:2][C:3]1[CH:8]=[CH:7][C:6]([CH:9]([CH3:14])[C:10](OC)=[O:11])=[CH:5][CH:4]=1.[H-].[Al+3].[Li+].[H-].[H-].[H-].O.Cl>CCOCC>[CH3:1][O:2][C:3]1[CH:8]=[CH:7][C:6]([CH:9]([CH3:14])[CH2:10][OH:11])=[CH:5][CH:4]=1 |f:1.2.3.4.5.6|. Reported procedure: Methyl 2-(4-methoxyphenyl)propionate (11.39 g; 0.0586 mol) was dissolved in dry ether (25 ml) and slowly added to a stirred suspension of lithium aluminium hydride (4.59 g; 0.121 mol;) in dry ether (60 ml); the temperature was maintained below 25° C. by cooling. Stirring at ambient temperature was continued for 1 hour. Water was cautiously added dropwise to decompose the unreacted lithium aluminium hydride and the inorganic salts were dissolved by the addition of dilute hydrochloric acid. The et... Reactants: CC(C)(C)OC(=O)N1CCNCC1, C1COCCO1, COC(=O)c1cc(F)ccc1F, [K+], [K+], O=C([O-])[O-]. Product: COC(=O)c1cc(F)ccc1N1CCN(C(=O)OC(C)(C)C)CC1. Reaction SMILES: [C:13]([CH3:14])([CH3:15])([CH3:16])[O:17][C:18](=[O:19])[N:20]1[CH2:21][CH2:22][NH:23][CH2:24][CH2:25]1.[CH2:32]1[O:33][CH2:34][CH2:35][O:36][CH2:37]1.[CH3:1][O:2][C:3]([c:4]1[c:5]([F:11])[cH:6][cH:7][c:8]([F:10])[cH:9]1)=[O:12].[K+:26].[K+:27].[O-:28][C:29]([O-:30])=[O:31]>>[CH3:1][O:2][C:3]([c:4]1[c:5]([N:23]2[CH2:22][CH2:21][N:20]([C:18]([O:17][C:13]([CH3:14])([CH3:15])[CH3:16])=[O:19])[CH2:25][CH2:24]2)[cH:6][cH:7][c:8]([F:10])[cH:9]1)=[O:12].